This data is from the Open Reaction Database (ORD), a public repository of structured organic reaction records. The task is: describe an organic reaction: reactants, conditions, products, and yield The reactants are ClC1=CC=C(C=C1)C(C(C)=NO)=O (4'-chloro-2-hydroxyiminopropiophenone), NNC(=S)N (thiosemicarbazide), CO (methanol). Run in C(C)(=O)O (acetic acid). Yields the product ClC1=CC=C(C=C1)C(C(C)=NO)=NNC(=S)N (4'-chloro-2-hydroxyiminopropiophenone thiosemicarbazone). The yield is 86.5%. Reaction SMILES: [Cl:1][C:2]1[CH:7]=[CH:6][C:5]([C:8](=O)[C:9](=[N:11][OH:12])[CH3:10])=[CH:4][CH:3]=1.[NH2:14][NH:15][C:16]([NH2:18])=[S:17].CO>C(O)(=O)C>[Cl:1][C:2]1[CH:7]=[CH:6][C:5]([C:8](=[N:14][NH:15][C:16]([NH2:18])=[S:17])[C:9](=[N:11][OH:12])[CH3:10])=[CH:4][CH:3]=1. Procedure details: A mixture of 4'-chloro-2-hydroxyiminopropiophenone (252.3 g), thiosemicarbazide (151.3 g), methanol (650 ml) water (300 ml), and acetic acid (9 ml) was refluxed for 31 hours with stirring. After cooling, the resulting precipitates were collected by filtration, washed successively with methanol, water and methanol, and then dried to give 4'-chloro-2-hydroxyiminopropiophenone thiosemicarbazone (298.88 g). The reactants are crude product, Cl.CO (hydrochloric acid methanol), resultant mixture, C(C)SC(=C)O[Si](C)(C)C (1-ethylthio-1-(trimethylsilyl)oxyethene), C(C1=CC=CC=C1)OCC=O (α-benzyloxyacetaldehyde). Run in C1(=CC=CC=C1)C (toluene). Reaction conditions: time 2 hour. Yields the product C(C1=CC=CC=C1)OCC(CC(SCC)=O)O (S-ethyl 4-benzyloxy-3-hydroxybutanethioate). Isolated yield 84.0%. RXN SMILES: [CH2:1]([S:3][C:4]([O:6][Si](C)(C)C)=[CH2:5])[CH3:2].[CH2:11]([O:18][CH2:19][CH:20]=[O:21])[C:12]1[CH:17]=[CH:16][CH:15]=[CH:14][CH:13]=1.Cl.CO>C1(C)C=CC=CC=1>[CH2:11]([O:18][CH2:19][CH:20]([OH:21])[CH2:6][C:4](=[O:5])[S:3][CH2:1][CH3:2])[C:12]1[CH:17]=[CH:16][CH:15]=[CH:14][CH:13]=1 |f:2.3|. Procedure details: To a solution of 21.5 mg (0.05 mmol) of (R)-1 in 3 ml of toluene were added 176 mg (1 mmol) of 1-ethylthio-1-(trimethylsilyl)oxyethene and 150 mg (1 mmol) of α-benzyloxyacetaldehyde at 0° C. After stirring for 2 hours at that temperature, the resultant mixture was poured into 10 ml of a buffer (pH 7) at 0° C. The solution was filtered through a pad of Celite, and the filtrate was extracted three times with a 5 ml portion of diethyl ether. The combined organic layer was washed with brine, dried o... Reported procedure: To a mixture of (2S,5R)-6-(benzyloxy)-7-oxo-1,6-diazabicyclo[3.2.1]octane-2-carboxylic acid 1 (0.250 g, 0.905 mmol) in DCM (15.0 mL) were added 2-methoxyacetohydrazide 218 (0.141 g, 1.358 mmol), 1-hydroxybenzotriazole (0.186 g, 1.358 mmol) and 1-ethyl-(3-dimethylamino propyl) carbodiimide hydrochloride (0.260 g, 1.358 mmol) sequentially at room temperature. The mixture was stirred at room temperature overnight, diluted with DCM and concentrated to provide a residue, which was subjected to chroma... Run at time 8 hour. The solvent is C(Cl)Cl (DCM), C(Cl)Cl (DCM). Starting materials: COCC(=O)NN (2-methoxyacetohydrazide), ON1N=NC2=C1C=CC=C2 (1-hydroxybenzotriazole), Cl.C(C)N=C=NCCCN(C)C (1-ethyl-(3-dimethylamino propyl) carbodiimide hydrochloride), C(C1=CC=CC=C1)ON1[C@@H]2CC[C@H](N(C1=O)C2)C(=O)O ((2S,5R)-6-(benzyloxy)-7-oxo-1,6-diazabicyclo[3.2.1]octane-2-carboxylic acid). The yield is 82.3%. Product: C(C1=CC=CC=C1)ON1[C@@H]2CC[C@H](N(C1=O)C2)C(=O)NNC(COC)=O ((2S,5R)-6-(benzyloxy)-N′-(methoxyacetyl)-7-oxo-1,6-diazabicyclo[3.2.1]octane-2-carbohydrazide). RXN SMILES: [CH2:1]([O:8][N:9]1[C:15](=[O:16])[N:14]2[CH2:17][C@H:10]1[CH2:11][CH2:12][C@H:13]2[C:18]([OH:20])=O)[C:2]1[CH:7]=[CH:6][CH:5]=[CH:4][CH:3]=1.[CH3:21][O:22][CH2:23][C:24]([NH:26][NH2:27])=[O:25].ON1C2C=CC=CC=2N=N1.Cl.C(N=C=NCCCN(C)C)C>C(Cl)Cl>[CH2:1]([O:8][N:9]1[C:15](=[O:16])[N:14]2[CH2:17][C@H:10]1[CH2:11][CH2:12][C@H:13]2[C:18]([NH:27][NH:26][C:24](=[O:25])[CH2:23][O:22][CH3:21])=[O:20])[C:2]1[CH:3]=[CH:4][CH:5]=[CH:6][CH:7]=1 |f:3.4|. Starting materials: BrC1=NC=CC=C1C1=NOC(=C1)[Si](C)(C)C ([3-(2-bromo-3-pyridyl)isoxazol-5-yl]-trimethyl-silane), C([O-])([O-])=O.[K+].[K+] (potassium carbonate). Run in CO (methanol). Reaction conditions: time 24 hour. Yields the product BrC1=NC=CC=C1C1=NOC=C1 (3-(2-Bromo-3-pyridyl)isoxazole). Isolated yield 29.8%. As a reaction SMILES: [Br:1][C:2]1[C:7]([C:8]2[CH:12]=[C:11]([Si](C)(C)C)[O:10][N:9]=2)=[CH:6][CH:5]=[CH:4][N:3]=1.C(=O)([O-])[O-].[K+].[K+]>CO>[Br:1][C:2]1[C:7]([C:8]2[CH:12]=[CH:11][O:10][N:9]=2)=[CH:6][CH:5]=[CH:4][N:3]=1 |f:1.2.3|. Procedure details: To a solution of [3-(2-bromo-3-pyridyl)isoxazol-5-yl]-trimethyl-silane (620 mg, 2.09 mmol) in methanol (18 mL), potassium carbonate (29.12 mg, 208.59 μmoles) is added in one portion. The mixture is stirred at room temperature for 24 h. The solvent is removed in vacuum. The crude is partitioned between ethyl acetate and saturated solution of ammonium chloride. The organics are washed with water and dried over magnesium sulfate, filtered and concentrated under reduced pressure. The crude is purifi... The yield is 58.4%. Yields the product C(#N)C(C(=O)OC)=C(C)C (methyl 2-cyano-3-methyl-but-2-enoate). Run in C1=CC=CC=C1 (benzene), O (water). Reactants: C(#N)CC(=O)OC (methyl cyanoacetate), C(C)(=O)O (acetic acid), C(C)(=O)[O-].[NH4+] (ammonium acetate), CC(=O)C (acetone). Reaction SMILES: [CH3:1][C:2]([CH3:4])=O.[C:5]([CH2:7][C:8]([O:10][CH3:11])=[O:9])#[N:6].C(O)(=O)C.C([O-])(=O)C.[NH4+]>C1C=CC=CC=1.O>[C:5]([C:7](=[C:2]([CH3:4])[CH3:1])[C:8]([O:10][CH3:11])=[O:9])#[N:6] |f:3.4|. Procedure: 87 g (1.5 mol) of acetone were initially charged in 100 ml of benzene. After addition of 131 g (1.33 mol) of methyl cyanoacetate, 16 g (0.28 mol) of acetic acid and 9.7 g (0.13 mol) of ammonium acetate, the mixture was heated at reflux on a water separator for 10 hours. For work-up, the mixture was washed twice with ¼-concentrated hydrochloric acid and water. The solution was dried with magnesium sulfate and the solvent was removed, and the resulting crude product was distilled. 108 g (55% yield... Starting materials: N1=NC=C(C2=CC=CC=C12)C(=O)O (Cinnoline-4-carboxylic Acid), C(=O)(N1C=NC=C1)N1C=NC=C1 (carbonyidimidazole), C(=O)=O (CO2), solution, N1C=NC=C1.[Na] (sodium imidazole). The solvent is O1CCCC1 (tetrahydrofuran). Run at time 2 hour. The product is N1=NC=C(C2=CC=CC=C12)C(=O)OCCC (n-Propyl Cinnoline-4-carboxylate). Reaction SMILES: [N:1]1[C:10]2[C:5](=[CH:6][CH:7]=[CH:8][CH:9]=2)[C:4]([C:11]([OH:13])=[O:12])=[CH:3][N:2]=1.C(N1[CH:25]=[CH:24]N=C1)(N1C=CN=C1)=O.[C:26](=O)=O.N1C=CN=C1.[Na]>O1CCCC1>[N:1]1[C:10]2[C:5](=[CH:6][CH:7]=[CH:8][CH:9]=2)[C:4]([C:11]([O:13][CH2:26][CH2:24][CH3:25])=[O:12])=[CH:3][N:2]=1 |f:3.4,^1:33|. Reported procedure: A suspension of 870 mg of 1, and 850 mg of carbonyidimidazole (CDII) in 30 ml of tetrahydrofuran (THF) was stirred at room temperature until CO2 evolution ceased (ca. 30 minutes). After being stirred for 2 hours, the resulting mixture was treated with 320 mg of dry nypropanol and 3 drops of a 0.1 M solution of sodium imidazole in THE. The mixture was held at room temperature overnight, then the solvent was evaporated and the residue was partitioned between water and ether. The etheral extract wa... Reactants: CN(C)CCc1ccc(Br)cc1, [Mg], CN(C)C=O. RXN SMILES: [Br:1][c:2]1[cH:3][cH:4][c:5]([CH2:8][CH2:9][N:10]([CH3:11])[CH3:12])[cH:6][cH:7]1.[Mg:13].[O:14]=[CH:15][N:16]([CH3:17])[CH3:18]>>[c:2]1([CH:15]=[O:14])[cH:3][cH:4][c:5]([CH2:8][CH2:9][N:10]([CH3:11])[CH3:12])[cH:6][cH:7]1. Yields the product CN(C)CCc1ccc(C=O)cc1. Starting materials: COC([C@@H](N)CC1=CC(=C(C=C1)OC)OC)=O (3-(3,4-dimethoxyphenyl)-L-alanine methyl ester), [H-].[Al+3].[Li+].[H-].[H-].[H-] (lithium aluminum hydride), O (water), [OH-].[Na+] (sodium hydroxide), O (water). Solvent: O1CCCC1 (tetrahydrofuran), O1CCCC1 (tetrahydrofuran). Reaction conditions: temperature 0 celsius, time 30 minute. Product: N[C@H](CO)CC1=CC(=C(C=C1)OC)OC ((2S)-2-amino-3-(3,4-dimethoxyphenyl)-1-propanol). Isolated yield 100.3%. As a reaction SMILES: [H-].[Al+3].[Li+].[H-].[H-].[H-].C[O:8][C:9](=O)[C@H:10]([CH2:12][C:13]1[CH:18]=[CH:17][C:16]([O:19][CH3:20])=[C:15]([O:21][CH3:22])[CH:14]=1)[NH2:11].O.[OH-].[Na+]>O1CCCC1>[NH2:11][C@@H:10]([CH2:12][C:13]1[CH:18]=[CH:17][C:16]([O:19][CH3:20])=[C:15]([O:21][CH3:22])[CH:14]=1)[CH2:9][OH:8] |f:0.1.2.3.4.5,8.9|. Reported procedure: To a suspension of lithium aluminum hydride (7.75 g) in tetrahydrofuran (200 ml) is gradually added dropwise a solution of 3-(3,4-dimethoxyphenyl)-L-alanine methyl ester (12.2 g) in tetrahydrofuran (100 ml) at 0° C. The reaction mixture is stirred at 0° C. for 30 minutes, and then thereto are added dropwise water (7.7 ml), 10% aqueous sodium hydroxide solution (7.7 ml) and water (23.1 ml). The reaction mixture is stirred at room temperature overnight, and filtered through a cerite pad. The filtr... Starting materials: C[SH-]C(N(CC)CC)=S (S-Methyl-N, N-diethyldithiocarbamate), I(=O)(=O)(=O)[O-].[Na+] (sodium metaperiodate), O (H2O), C[SH-]C(N(CC)CC)=S (DDTC-Me), I(=O)(=O)(=O)[O-].[Na+] (Sodium metaperiodate), CCN(CC)C(=S)[S-] (DDTC), O (H2O). The solvent is CO (MeOH), CO (methanol), P(=O)([O-])([O-])[O-].[K+].[K+].[K+] (potassium phosphate), CO (MeOH). Conditions: temperature 0 celsius, time 24 hour. Yields the product CCN(CC)C(=S)S(=O)C (S-Methyl-N, N-diethyldithiocarbamate sulfoxide). As a reaction SMILES: [CH3:1][SH-:2][C:3](=[S:9])[N:4]([CH2:7][CH3:8])[CH2:5][CH3:6].CCN(C([S-])=S)CC.I([O-])(=O)(=O)=[O:19].[Na+].O>CO.P([O-])([O-])([O-])=O.[K+].[K+].[K+]>[CH3:6][CH2:5][N:4]([C:3]([S:2]([CH3:1])=[O:19])=[S:9])[CH2:7][CH3:8] |f:2.3,6.7.8.9|. Reported procedure: S-Methyl-N, N-diethyldithiocarbamate sulfoxide (DDTC-Me SO) was prepared from S-Methyl-N, N-diethyldithiocarbamate (DDTC-Me). The synthesis of DDTC-ME was carried out as described by M. D. Faiman et al., Alcoholism, 7, 307 (1983), Sodium metaperiodate (200 mg) (Sigma Chemical Co.) was dissolved in 25 ml of 50:50 MeOH:H2O at 0° C. DDTC-Me (200 mg) was separately dissolved in 2 ml of methanol, and was then cooled to 0° C. before addition to a constantly stirring solution of sodium metaperiodate in...